From a dataset of the Open Reaction Database (ORD), a public repository of structured organic reaction records. describe an organic reaction: reactants, conditions, products, and yield Reactants: FC1=C(C(=C(C(=C1F)C=1SC=CC1)N)N)C=1SC=CC1 (2,3-difluoro-1,4-di(2-thienyl)-5,6-diamino-benzene), ice water, S(=O)=NC1=CC=CC=C1 (N-thionylaniline), Cl[Si](C)(C)C (chlorotrimethylsilane). Solvent: N1=CC=CC=C1 (pyridine). Run at temperature 80 celsius, time 16 hour. Product: FC1=C(C=2C(=NSN2)C(=C1F)C=1SC=CC1)C=1SC=CC1 (5,6-difluoro-4,7-di(2-thienyl)-2,1,3-benzothiadiazole). Yield: 99.1%. RXN SMILES: [F:1][C:2]1[C:7]([F:8])=[C:6]([C:9]2[S:10][CH:11]=[CH:12][CH:13]=2)[C:5]([NH2:14])=[C:4]([NH2:15])[C:3]=1[C:16]1[S:17][CH:18]=[CH:19][CH:20]=1.[S:21](=NC1C=CC=CC=1)=O.Cl[Si](C)(C)C>N1C=CC=CC=1>[F:8][C:7]1[C:2]([F:1])=[C:3]([C:16]2[S:17][CH:18]=[CH:19][CH:20]=2)[C:4]2=[N:15][S:21][N:14]=[C:5]2[C:6]=1[C:9]1[S:10][CH:11]=[CH:12][CH:13]=1. Procedure details: 2,3-difluoro-1,4-di(2-thienyl)-5,6-diamino-benzene (1.2 g, 3.9 mmol) was added into a small flask and purged with Ar three times. Then, dry pyridine (24 ml), N-thionylaniline (1.08 g, 7.8 mmol) and chlorotrimethylsilane (0.76 g, 7.0 mmol) were added. The mixture was stirred at 80° C. for 16 h before poured into ice water. The yellow precipitate was then filtered and washed with a mixture of ethanol and water (1:1 v/v) to afford 5,6-difluoro-4,7-di(2-thienyl)-2,1,3-benzothiadiazole as a yellow so... The reactants are C(C)N(CCN1C(=CC2=CC(=CC=C12)[N+](=O)[O-])CC1=CC=C(C=C1)OC(F)(F)F)CC (N,N-Diethyl-2-(5-nitro-2-(4-(trifluoromethoxy)benzyl)-1H-indol-1-yl)ethanamine), I.CSC(=N)C=1SC=CC1 (Thiophene-2-carboximidothioic acid methyl ester hydroiodide). Reagents/catalysts: [Pd] (Palladium). Solvent: C(C)O (ethanol), C(C)OCC (diethyl ether). Run at time 3 hour. Yields the product C(C)N(CCN1C(=CC2=CC(=CC=C12)NC(=N)C=1SC=CC1)CC1=CC=C(C=C1)OC(F)(F)F)CC (N-(1-(2-(Diethylamino)ethyl)-2-(4-(trifluoro methoxy)benzyl)-1H-indol-5-yl)thiophene-2-carboximidamide). The yield is 53.1%. RXN SMILES: [CH2:1]([N:3]([CH2:30][CH3:31])[CH2:4][CH2:5][N:6]1[C:14]2[C:9](=[CH:10][C:11]([N+:15]([O-])=O)=[CH:12][CH:13]=2)[CH:8]=[C:7]1[CH2:18][C:19]1[CH:24]=[CH:23][C:22]([O:25][C:26]([F:29])([F:28])[F:27])=[CH:21][CH:20]=1)[CH3:2].I.CS[C:35]([C:37]1[S:38][CH:39]=[CH:40][CH:41]=1)=[NH:36]>C(O)C.C(OCC)C.[Pd]>[CH2:1]([N:3]([CH2:30][CH3:31])[CH2:4][CH2:5][N:6]1[C:14]2[C:9](=[CH:10][C:11]([NH:15][C:35]([C:37]3[S:38][CH:39]=[CH:40][CH:41]=3)=[NH:36])=[CH:12][CH:13]=2)[CH:8]=[C:7]1[CH2:18][C:19]1[CH:24]=[CH:23][C:22]([O:25][C:26]([F:29])([F:28])[F:27])=[CH:21][CH:20]=1)[CH3:2] |f:1.2|. Reported procedure: Compound 9 (75 mg, 0.172 mmol) was dissolved in anhydrous ethanol (5 mL) in a dry argon purged flask. Palladium, 10wt % on activated carbon (18.3 mg, 0.0172 mmol) is quickly added and the atmosphere from the flask evacuated by vacuum pump and replaced with hydrogen from a balloon. The atmosphere is evacuated from the flask and replaced with hydrogen twice more and the mixture stirred under a hydrogen atmosphere at room temperature. After 3 hours, thin layer chromatography (2M NH3 in MeOH:CH2Cl2,... The product is CC1(C2=CC=CC=C2C2(CC=CCC2C1)C(=O)O)C (1,9,10,10a-Tetrahydro-9,9-dimethyl-4a(4H)-phenanthrenecarboxylic acid). Reaction SMILES: [CH3:1][C:2]1([CH3:15])[C:11]2[C:6](=[CH:7][CH:8]=[CH:9][CH:10]=2)[C:5]([C:12]([OH:14])=[O:13])=[CH:4][CH2:3]1.[CH2:16]=[CH:17][CH:18]=[CH2:19]>>[CH3:1][C:2]1([CH3:15])[CH2:3][CH:4]2[C:5]([C:12]([OH:14])=[O:13])([CH2:16][CH:17]=[CH:18][CH2:19]2)[C:6]2[C:11]1=[CH:10][CH:9]=[CH:8][CH:7]=2. Starting materials: CC1(CC=C(C2=CC=CC=C12)C(=O)O)C (3,4-Dihydro-4,4-dimethyl-1-naphthalene-carboxylic acid), C=CC=C (butadiene). Procedure details: The compound from Example 42 (8.5 g, 36.7 mmol) and butadiene were reacted in a Diels-Alder condensation as previously described to give after silica gel chromatography the title compound (3 g, 32% yield). Isolated yield 32.0%. Reactants: C(C=C)S (allylmercaptan), [Na] (sodium), CC(CC)OC=1N=NC(=CC1)Cl (3-(2-butoxy)-6-chloropyridazine). Run in CO (methanol). Yields the product CC(CC)OC=1N=NC(=CC1)SCC=C (3-(2-butoxy)-6-allylthiopyridazine). RXN SMILES: [Na].[CH2:2]([SH:5])[CH:3]=[CH2:4].[CH3:6][CH:7]([O:10][C:11]1[N:12]=[N:13][C:14](Cl)=[CH:15][CH:16]=1)[CH2:8][CH3:9]>CO>[CH3:6][CH:7]([O:10][C:11]1[N:12]=[N:13][C:14]([S:5][CH2:2][CH:3]=[CH2:4])=[CH:15][CH:16]=1)[CH2:8][CH3:9] |^1:0|. Procedure details: 0.92 g(0.04 mol) of metallic sodium was dissolved in 120 ml of absolute methanol and then mixed with 3.98 ml(0.04 mol) of allylmercaptan. To this mixture was added 7.47 g(0.04 mol) of 3-(2-butoxy)-6-chloropyridazine. The reaction solution was refluxed for 24 hours and then treated according to the same manner as Example 1 to obtain the title compound as a pale yellow oil. The reactants are NC[C@H]1N(CCC[C@H]1C)C(=O)C1=C(C=CC(=C1)C)C=1C=NN(C1)C (((2S,3R)-2-(aminomethyl)-3-methylpiperidin-1-yl)(5-methyl-2-(1-methyl-1H-pyrazol-4-yl)phenyl)methanone), FC1=CC(=C(C(=O)O)C=C1F)N1N=CC=N1 (4,5-difluoro-2-(2H-1,2,3-triazol-2-yl)benzoic acid). Yields the product NC[C@H]1N(CCC[C@H]1C)C(=O)C1=C(C=C(C=C1)F)N1N=CC=N1 (((2S,3R)-2-(Aminomethyl)-3-methylpiperidin-1-yl)(4-fluoro-2-(2H-1,2,3-triazol-2-yl)phenyl)methanone). RXN SMILES: [NH2:1][CH2:2][C@@H:3]1[C@H:8]([CH3:9])[CH2:7][CH2:6][CH2:5][N:4]1C(C1C=C(C)C=CC=1C1C=NN(C)C=1)=O.[F:25][C:26]1[C:34](F)=[CH:33][C:29]([C:30]([OH:32])=O)=[C:28]([N:36]2[N:40]=[CH:39][CH:38]=[N:37]2)[CH:27]=1>>[NH2:1][CH2:2][C@@H:3]1[C@H:8]([CH3:9])[CH2:7][CH2:6][CH2:5][N:4]1[C:30]([C:29]1[CH:33]=[CH:34][C:26]([F:25])=[CH:27][C:28]=1[N:36]1[N:40]=[CH:39][CH:38]=[N:37]1)=[O:32]. Reported procedure: The title compound was prepared following the same general protocol as described for ((2S,3R)-2-(aminomethyl)-3-methylpiperidin-1-yl)(5-methyl-2-(1-methyl-1H-pyrazol-4-yl)phenyl)methanone in Example A1 using 4,5-difluoro-2-(2H-1,2,3-triazol-2-yl)benzoic acid. MS (ESI) 318.4 (M+H). The reactants are [Li]CCCC (n-BuLi), [Br-].C(CCCCCCCCCC)[P+](C1=CC=CC=C1)(C1=CC=CC=C1)C1=CC=CC=C1 (n-undecyl-triphenylphosphoniumbromide), C1(=CC=CC=C1)C(N1C=NC(=C1)C=O)(C1=CC=CC=C1)C1=CC=CC=C1 (1-(triphenylmethyl)-4-imidazolecarboxaldehyde). Solvent: C1CCOC1 (THF), C1CCOC1 (THF). Conditions: time 16 hour. Yields the product EtOAc hexanes, C(=CCCCCCCCCCC)C=1N=CN(C1)C(C1=CC=CC=C1)(C1=CC=CC=C1)C1=CC=CC=C1 (4-(1-Dodecenyl)-1-(triphenylmethyl)imidazole). Isolated yield 64.0%. RXN SMILES: [Li]CCCC.[Br-].[CH2:7]([P+](C1C=CC=CC=1)(C1C=CC=CC=1)C1C=CC=CC=1)[CH2:8][CH2:9][CH2:10][CH2:11][CH2:12][CH2:13][CH2:14][CH2:15][CH2:16][CH3:17].[C:37]1([C:43]([C:57]2[CH:62]=[CH:61][CH:60]=[CH:59][CH:58]=2)([C:51]2[CH:56]=[CH:55][CH:54]=[CH:53][CH:52]=2)[N:44]2[CH:48]=[C:47]([CH:49]=O)[N:46]=[CH:45]2)[CH:42]=[CH:41][CH:40]=[CH:39][CH:38]=1>C1COCC1>[CH:49]([C:47]1[N:46]=[CH:45][N:44]([C:43]([C:57]2[CH:62]=[CH:61][CH:60]=[CH:59][CH:58]=2)([C:51]2[CH:56]=[CH:55][CH:54]=[CH:53][CH:52]=2)[C:37]2[CH:42]=[CH:41][CH:40]=[CH:39][CH:38]=2)[CH:48]=1)=[CH:17][CH2:16][CH2:15][CH2:14][CH2:13][CH2:12][CH2:11][CH2:10][CH2:9][CH2:8][CH3:7] |f:1.2|. Procedure details: A solution of n-BuLi (4.1 mL, 6.5 mmol, 1.6M in hexanes) was added dropwise to a suspension of n-undecyl-triphenylphosphoniumbromide (3.09 g, 6.2 mmol, obtained from triphenylphosphine and undecylbromide) in 100 mL THF at -78° C. under an atmosphere of N2. The resulting orange solution was stirred for 45 minutes before a solution of 1-(triphenylmethyl)-4-imidazolecarboxaldehyde (2.0 g, 5.9 mmol, Ref: Kelly J. L., Miller C. A., and McLean E. W., J. Med. Chem. 1977;20:721) in 75 mL THF was added d... Reactants: C(C)(C)(C)C=1C=C(N(N1)C1=CC=C(C=C1)C)NC(=O)N[C@H]1CC[C@H](C2=CC=CC=C12)OC=1C=CC=2N(C1)C(=NN2)N2CCC(CC2)CO[Si](C(C)C)(C(C)C)C(C)C (1-(5-tert-Butyl-2-p-tolyl-2H-pyrazol-3-yl)-3-{(1S,4R)-4-[3-(4-triisopropylsilanyloxymethyl-piperidin-1-yl)-[1,2,4]triazolo[4,3-a]pyridin-6-yloxy]-1,2,3,4-tetrahydro-naphthalen-1-yl}-urea), CCCC[N+](CCCC)(CCCC)CCCC.[F-] (TBAF). The solvent is C1CCOC1 (THF), O (water). Yields the product C(C)(C)(C)C=1C=C(N(N1)C1=CC=C(C=C1)C)NC(=O)N[C@H]1CC[C@H](C2=CC=CC=C12)OC=1C=CC=2N(C1)C(=NN2)N2CCC(CC2)CO (1-(5-tert-Butyl-2-p-tolyl-2H-pyrazol-3-yl)-3-{(1S,4R)-4-[3-(4-hydroxymethyl-piperidin-1-yl)-[1,2,4]triazolo[4,3-a]pyridin-6-yloxy]-1,2,3,4-tetrahydro-naphthalen-1-yl}-urea). RXN SMILES: [C:1]([C:5]1[CH:6]=[C:7]([NH:17][C:18]([NH:20][C@@H:21]2[C:30]3[C:25](=[CH:26][CH:27]=[CH:28][CH:29]=3)[C@H:24]([O:31][C:32]3[CH:33]=[CH:34][C:35]4[N:36]([C:38]([N:41]5[CH2:46][CH2:45][CH:44]([CH2:47][O:48][Si](C(C)C)(C(C)C)C(C)C)[CH2:43][CH2:42]5)=[N:39][N:40]=4)[CH:37]=3)[CH2:23][CH2:22]2)=[O:19])[N:8]([C:10]2[CH:15]=[CH:14][C:13]([CH3:16])=[CH:12][CH:11]=2)[N:9]=1)([CH3:4])([CH3:3])[CH3:2].CCCC[N+](CCCC)(CCCC)CCCC.[F-]>C1COCC1.O>[C:1]([C:5]1[CH:6]=[C:7]([NH:17][C:18]([NH:20][C@@H:21]2[C:30]3[C:25](=[CH:26][CH:27]=[CH:28][CH:29]=3)[C@H:24]([O:31][C:32]3[CH:33]=[CH:34][C:35]4[N:36]([C:38]([N:41]5[CH2:46][CH2:45][CH:44]([CH2:47][OH:48])[CH2:43][CH2:42]5)=[N:39][N:40]=4)[CH:37]=3)[CH2:23][CH2:22]2)=[O:19])[N:8]([C:10]2[CH:15]=[CH:14][C:13]([CH3:16])=[CH:12][CH:11]=2)[N:9]=1)([CH3:4])([CH3:2])[CH3:3] |f:1.2|. Reported procedure: A solution of Intermediate 54d (210 mg, 0.261 mmol) and TBAF (1M in THF, 0.31 mL, 0.31 mmol) in THF (5 mL) was stirred at RT for 1.25 h. The mixture was diluted with water and extracted with DCM (3×15 mL). The combined organics were dried and concentrated in vacuo. The residue was purified by FCC, using 0-16% MeOH in DCM, to give the title compound as an off-white powder after freeze-drying (134 mg, 79%). LCMS (Method 5): Rt 4.24 min, m/z 649.2 [MH+]. 1H NMR (400 MHz, d6-DMSO): 1.27 (9H, s), 1.3... Reactants: CC(=O)O[BH-](OC(C)=O)OC(C)=O, O=C([O-])O, COC(=O)c1ccccc1N, ClCCCl, O=Cc1ccc(F)cc1, [Na+], [Na+]. Yields the product COC(=O)c1ccccc1NCc1ccc(F)cc1. RXN SMILES: [C:21]([O:22][BH-:23]([O:24][C:25](=[O:26])[CH3:27])[O:28][C:29](=[O:30])[CH3:31])(=[O:32])[CH3:33].[C:35](=[O:36])([OH:37])[O-:38].[CH3:1][O:2][C:3]([c:4]1[c:5]([NH2:6])[cH:7][cH:8][cH:9][cH:10]1)=[O:11].[Cl:40][CH2:41][CH2:42][Cl:43].[F:12][c:13]1[cH:14][cH:15][c:16]([CH:17]=[O:18])[cH:19][cH:20]1.[Na+:34].[Na+:39]>>[CH3:1][O:2][C:3]([c:4]1[c:5]([NH:6][CH2:17][c:16]2[cH:15][cH:14][c:13]([F:12])[cH:20][cH:19]2)[cH:7][cH:8][cH:9][cH:10]1)=[O:11]. The reactants are CCC1C(=O)N(C)c2cc(F)ccc2N1C(=O)c1ccc(O)cc1, CCC1C(=O)N(C2CCCC2)c2ccc(F)cc2N1C(=O)c1ccc(OC)cc1. Product: CCC1C(=O)N(C2CCCC2)c2ccc(F)cc2N1C(=O)c1ccc(O)cc1. RXN SMILES: [CH2:30]([CH:31]1[N:32]([C:33](=[O:34])[c:35]2[cH:36][cH:37][c:38]([OH:39])[cH:40][cH:41]2)[c:42]2[c:43]([cH:44][c:45]([F:46])[cH:47][cH:48]2)[N:49]([CH3:50])[C:51]1=[O:52])[CH3:53].[CH:1]1([N:6]2[C:7](=[O:29])[CH:8]([CH2:27][CH3:28])[N:9]([C:17]([c:18]3[cH:19][cH:20][c:21]([O:24][CH3:25])[cH:22][cH:23]3)=[O:26])[c:10]3[cH:11][c:12]([F:16])[cH:13][cH:14][c:15]32)[CH2:2][CH2:3][CH2:4][CH2:5]1>>[CH:1]1([N:6]2[C:7](=[O:29])[CH:8]([CH2:27][CH3:28])[N:9]([C:17]([c:18]3[cH:19][cH:20][c:21]([OH:24])[cH:22][cH:23]3)=[O:26])[c:10]3[cH:11][c:12]([F:16])[cH:13][cH:14][c:15]32)[CH2:2][CH2:3][CH2:4][CH2:5]1. Reported procedure: To a mixture of 4-butoxymethyl-benzylamine (250 mg, 1.3 mmol) described in Manufacturing Example 33-1-2, acetic acid (2 mL) and water (2 mL) was added sodium nitrite (1.1 g, 16 mmol) at 0° C., which was stirred for 40 minutes at room temperature. The reaction mixture was partitioned into ethyl acetate and water. The organic layer was washed with saturated aqueous sodium hydrogen carbonate solution and saturated aqueous sodium chloride, and the solvent was evaporated under a reduced pressure. Met... Reaction SMILES: [CH2:1]([O:5][CH2:6][C:7]1[CH:14]=[CH:13][C:10]([CH2:11]N)=[CH:9][CH:8]=1)[CH2:2][CH2:3][CH3:4].C(O)(=[O:17])C.N([O-])=O.[Na+].C(=O)([O-])[O-].[K+].[K+]>CO.O>[CH2:1]([O:5][CH2:6][C:7]1[CH:14]=[CH:13][C:10]([CH2:11][OH:17])=[CH:9][CH:8]=1)[CH2:2][CH2:3][CH3:4] |f:2.3,4.5.6|. Run in CO (Methanol), O (water). Yields the product C(CCC)OCC1=CC=C(C=C1)CO ((4-Butoxymethyl-phenyl)-methanol). Conditions: time 40 minute. Isolated yield 78.0%. Starting materials: C(CCC)OCC1=CC=C(CN)C=C1 (4-butoxymethyl-benzylamine), C([O-])([O-])=O.[K+].[K+] (potassium carbonate), C(C)(=O)O (acetic acid), N(=O)[O-].[Na+] (sodium nitrite).